From a dataset of the Open Reaction Database (ORD), a public repository of structured organic reaction records. describe an organic reaction: reactants, conditions, products, and yield Run at time 20 hour. As a reaction SMILES: [Cl:1][C:2]1[C:7]2[C:8](=[O:24])[N:9]([CH3:23])[CH2:10][C:11]3[N:12]([CH:13]=[N:14][C:15]=3[C:16]3[N:20]=[C:19]([CH2:21]Cl)[O:18][N:17]=3)[C:6]=2[CH:5]=[CH:4][C:3]=1[F:25].[CH:26]([NH:29][CH:30]([CH3:32])[CH3:31])([CH3:28])[CH3:27]>CN(C)C=O>[Cl:1][C:2]1[C:7]2[C:8](=[O:24])[N:9]([CH3:23])[CH2:10][C:11]3[N:12]([CH:13]=[N:14][C:15]=3[C:16]3[N:20]=[C:19]([CH2:21][N:29]([CH:30]([CH3:32])[CH3:31])[CH:26]([CH3:28])[CH3:27])[O:18][N:17]=3)[C:6]=2[CH:5]=[CH:4][C:3]=1[F:25]. The reactants are ClC1=C(C=CC2=C1C(N(CC=1N2C=NC1C1=NOC(=N1)CCl)C)=O)F (7-chloro-3-(5-chloromethyl-1,2,4-oxadiazol-3-yl)-8-fluoro-5-methyl-5,6-dihydro-4H-imidazo[1,5-a][1,4]benzodiazepin-6-one), C(C)(C)NC(C)C (diisopropylamine). The yield is 59.9%. Procedure details: A suspension of 1.20 g (3.14 mmol) of 7-chloro-3-(5-chloromethyl-1,2,4-oxadiazol-3-yl)-8-fluoro-5-methyl-5,6-dihydro-4H-imidazo[1,5-a][1,4]benzodiazepin-6-one in 20 ml of N,N-dimethylformamide was treated with 1.59 g (0.0166 mol) of diisopropylamine. After stirring at 80° for 20 hrs. the solution obtained was completely freed from the solvents. The residue was chromatographed over silica gel with methylene chloride/methanol 39:1 as the eluent. The product was recrystallized from ether/n-hexane. ... The product is ClC1=C(C=CC2=C1C(N(CC=1N2C=NC1C1=NOC(=N1)CN(C(C)C)C(C)C)C)=O)F (7-chloro-3-(5-diisopropylaminomethyl-1,2,4-oxadiazol-3-yl)-8-fluoro-5-methyl-5,6-dihydro-4H-imidazo[1,5-a][1,4]benzodiazepin-6-one). The solvent is CN(C=O)C (N,N-dimethylformamide). Reactants: CN(c1ncccc1CNC(=O)OC(C)(C)C)S(C)(=O)=O, ClCCl, O=C(O)C(F)(F)F. The product is CN(c1ncccc1CN)S(C)(=O)=O. RXN SMILES: [CH3:1][N:2]([S:3](=[O:4])(=[O:5])[CH3:6])[c:7]1[n:8][cH:9][cH:10][cH:11][c:12]1[CH2:13][NH:14][C:15](=[O:16])[O:17][C:18]([CH3:19])([CH3:20])[CH3:21].[Cl:29][CH2:30][Cl:31].[F:22][C:23]([F:24])([F:25])[C:26]([OH:27])=[O:28]>>[CH3:1][N:2]([S:3](=[O:4])(=[O:5])[CH3:6])[c:7]1[n:8][cH:9][cH:10][cH:11][c:12]1[CH2:13][NH2:14].